Dataset: the Open Reaction Database (ORD), a public repository of structured organic reaction records. Task: describe an organic reaction: reactants, conditions, products, and yield Starting materials: C(C1=CC=CC=C1)(=O)C1=C(C=C(C(=O)O)C=C1[N+](=O)[O-])OCC1=CC=CC=C1 (4-benzoyl-3-benzyloxy-5-nitrobenzoic acid), O.NN (hydrazine hydrate), [OH-].[K+] (potassium hydroxide). The solvent is O (water), C(COCCO)O (di-ethylene glycol). Run at temperature 130 celsius, time 1 hour. The product is NC=1C(=C(C=C(C(=O)O)C1)OCC1=CC=CC=C1)CC1=CC=CC=C1 (5-amino-4-benzyl-3-benzyloxybenzoic acid). Reaction SMILES: [C:1]([C:9]1[C:17]([N+:18]([O-])=O)=[CH:16][C:12]([C:13]([OH:15])=[O:14])=[CH:11][C:10]=1[O:21][CH2:22][C:23]1[CH:28]=[CH:27][CH:26]=[CH:25][CH:24]=1)(=O)[C:2]1[CH:7]=[CH:6][CH:5]=[CH:4][CH:3]=1.O.NN.[OH-].[K+]>O.C(O)COCCO>[NH2:18][C:17]1[C:9]([CH2:1][C:2]2[CH:7]=[CH:6][CH:5]=[CH:4][CH:3]=2)=[C:10]([O:21][CH2:22][C:23]2[CH:28]=[CH:27][CH:26]=[CH:25][CH:24]=2)[CH:11]=[C:12]([CH:16]=1)[C:13]([OH:15])=[O:14] |f:1.2,3.4|. Procedure: A mixture of 4-benzoyl-3-benzyloxy-5-nitrobenzoic acid (2.7 g), 98% aqueous hydrazine hydrate (4.5 ml), potassium hydroxide (1.5 g) in water (3.0 ml) and di-ethylene glycol (20 ml) is stirred at about 130° C. for 1 hour. The temperature is then slowly raised to 215° C. allowing volatile material to distil off. The stirring at 215° C. is continued for a further 2-3 hours until the nitrogen evolution has ceased. After cooling and dilution with water (30 ml), the resulting solution is acidified wit... Starting materials: Cc1ccc(C(=O)CBr)cc1, C#CCCCCC=O, Cc1cccc(C)n1. Reagents/catalysts: C1COCCN1, F[P](F)(F)(F)(F)F.CC(C)(C)C1=CC=[N@H]2C(=C1)C3=CC(=CC=[N@@H]3[Ir]2456c7cc(F)cc(F)c7C8=CC=C(C=[N]48)C(F)(F)F)C(C)(C)C.Fc9cc(F)c(C%10=[N]5C=C(C=C%10)C(F)(F)F)c6c9 ([Ir(dFCF3ppy)2(dtbbpy)]PF6). Solvent: CN(C)C=O, CN(C)C=O, CN(C)C=O, CN(C)C=O, CN(C)C=O. Reaction conditions: temperature 22 celsius, time 8 hour. Yields the product C#CCCC[C@H](C=O)CC(=O)c1ccc(C)cc1, C#CCCC[C@@H](C=O)CC(=O)c1ccc(C)cc1, Cc1ccc(C(=O)C[C@@H](C=O)CCCC2=CN(c3ccc(C(=O)OC[C@H](Cc4ccccc4)NC(=O)OCC4c5ccccc5-c5ccccc54)cc3)[N+]=[N-]2)cc1, Cc1ccc(C(=O)C[C@H](C=O)CCCC2=CN(c3ccc(C(=O)OC[C@H](Cc4ccccc4)NC(=O)OCC4c5ccccc5-c5ccccc54)cc3)[N+]=[N-]2)cc1. As a reaction SMILES: C#CCCCCC=O.Cc1ccc(C(=O)CBr)cc1>C1COCCN1.F[P](F)(F)(F)(F)F.CC(C)(C)C1=CC=[N@H]2C(=C1)C3=CC(=CC=[N@@H]3[Ir]2456c7cc(F)cc(F)c7C8=CC=C(C=[N]48)C(F)(F)F)C(C)(C)C.Fc9cc(F)c(C%10=[N]5C=C(C=C%10)C(F)(F)F)c6c9.CN(C)C=O.Cc1cccc(C)n1>C#CCCC[C@@H](C=O)CC(=O)c1ccc(C)cc1.C#CCCC[C@H](C=O)CC(=O)c1ccc(C)cc1. Reactants: [N+](=O)([O-])C=1C(=C(C=CC1)N)N (3-nitro-1,2-phenylenediamine), C(C)(=O)O (acetic acid), CC=1C(=C(C=CC1)N)N (3-methyl-1,2-phenylenediamine), Cl.Cl.C(CC(OCC)=N)(OCC)=N (diethyl malonimidate dihydrochloride). The solvent is Cl (HCl). Yields the product Cl.Cl.CC1=CC=CC=2NC(=NC21)CC2=NC1=C(N2)C=CC=C1N (2-[(4-methyl-1H-benzimidazol-2-yl)methyl]-1H-benzimidazol-4-ylamine dihydrochloride). Yield: 66.6%. RXN SMILES: [N+:1]([C:4]1[C:5]([NH2:11])=[C:6]([NH2:10])[CH:7]=[CH:8][CH:9]=1)([O-])=O.[CH3:12][C:13]1[C:14]([NH2:20])=[C:15]([NH2:19])[CH:16]=[CH:17][CH:18]=1.[ClH:21].Cl.[C:23](=N)(OCC)[CH2:24][C:25](=N)OCC.C(O)(=O)C>Cl>[ClH:21].[ClH:21].[CH3:12][C:13]1[C:14]2[N:20]=[C:23]([CH2:24][C:25]3[NH:1][C:4]4[CH:9]=[CH:8][CH:7]=[C:6]([NH2:10])[C:5]=4[N:11]=3)[NH:19][C:15]=2[CH:16]=[CH:17][CH:18]=1 |f:2.3.4,7.8.9|. Reported procedure: The following components were reacted according to General Procedure 1, above: 3-nitro-1,2-phenylenediamine (0.5 g; 3.26 mmoles), 3-methyl-1,2-phenylenediamine (0.4 g; 3.26 mmoles), diethyl malonimidate dihydrochloride (1.1 eq.; 0.83 g; 3.60 mmoles) and acetic acid (25 mL). The crude mixture of three compounds was then reduced according to General Procedure 2, above. The crude solid product was taken up in 10 mL of dilute HCl, purified by preparative HPLC (15 to 75% acetonitrile (with 0.1% TFA) ...